Dataset: the Open Reaction Database (ORD), a public repository of structured organic reaction records. Task: describe an organic reaction: reactants, conditions, products, and yield The reactants are solution, C(=C)[Mg]Br (vinylmagnesium bromide), C(C)(C)(C)NCCC(=O)N(C)OC (3-(t-Butyl-amino)-N-methoxy-N-methyl-propanamide). Run in C1CCOC1 (THF). Reaction conditions: temperature -78 celsius, time 30 minute. The product is C(C)(C)(C)N1CCC(CC1)=O (1-t-Butyl-4-piperidone). Yield: 31.5%. As a reaction SMILES: [C:1]([NH:5][CH2:6][CH2:7][C:8](N(OC)C)=[O:9])([CH3:4])([CH3:3])[CH3:2].[CH:14]([Mg]Br)=[CH2:15]>C1COCC1>[C:1]([N:5]1[CH2:15][CH2:14][C:8](=[O:9])[CH2:7][CH2:6]1)([CH3:4])([CH3:3])[CH3:2]. Procedure: 3-(t-Butyl-amino)-N-methoxy-N-methyl-propanamide (5 g, 26.6 mmol, 1.0 equiv) was dissolved in dry THF (50 mL) under Ar. The solution was cooled to −78° C. and a 1 M solution of vinylmagnesium bromide (66.5 mL, 66.5 mmol, 2.5 equiv) was added dropwise over a 20 min period. The reaction was then stirred at −78° C. for 30 min and at 0° C. for 30 min at which time the reaction solution was transferred via a double-ended cannula into ice-cold saturated sodium bicarbonate solution under Ar. The mixtur... Reactants: COC1=CC=C(C=C1)C1=C(C2=C(S1)C=C(C=C2)OC)C2=CC(=CC=C2)O (2-(4-Methoxyphenyl)-3-(3-hydroxyphenyl)-6-methoxybenzo[b]thiophene), Cl.ClCCCN1CCCCC1 (1-(3-chloropropyl)piperidine hydrochloride), C(=O)([O-])[O-].[K+].[K+] (K2CO3). Solvent: CN(C)C=O (DMF). Product: Cl.COC1=CC=C(C=C1)C1=C(C2=C(S1)C=C(C=C2)OC)C2=CC(=CC=C2)OCCCN2CCCCC2 (2-(4-Methoxyphenyl)-3-[3-[3-(1-piperidinyl)propoxy]phenyl]-6-methoxybenzo[b]thiophene hydrochloride). Isolated yield 66.8%. RXN SMILES: [CH3:1][O:2][C:3]1[CH:8]=[CH:7][C:6]([C:9]2[S:13][C:12]3[CH:14]=[C:15]([O:18][CH3:19])[CH:16]=[CH:17][C:11]=3[C:10]=2[C:20]2[CH:25]=[CH:24][CH:23]=[C:22]([OH:26])[CH:21]=2)=[CH:5][CH:4]=1.Cl.[Cl:28][CH2:29][CH2:30][CH2:31][N:32]1[CH2:37][CH2:36][CH2:35][CH2:34][CH2:33]1.C([O-])([O-])=O.[K+].[K+]>CN(C=O)C>[ClH:28].[CH3:1][O:2][C:3]1[CH:4]=[CH:5][C:6]([C:9]2[S:13][C:12]3[CH:14]=[C:15]([O:18][CH3:19])[CH:16]=[CH:17][C:11]=3[C:10]=2[C:20]2[CH:25]=[CH:24][CH:23]=[C:22]([O:26][CH2:29][CH2:30][CH2:31][N:32]3[CH2:37][CH2:36][CH2:35][CH2:34][CH2:33]3)[CH:21]=2)=[CH:7][CH:8]=1 |f:1.2,3.4.5,7.8|. Procedure details: A manner similar to that used in Example 1, 3.09 g (8 mmol) of 2-(4-Methoxyphenyl)-3-(3-hydroxyphenyl)-6-methoxybenzo[b]thiophene, 2.4 g (12 mmol) of 1-(3-chloropropyl)piperidine hydrochloride, 5.5 g (40 mmol) of K2CO3 in 200 mL of DMF was coverted to 2.8 g of the title compound, isolated as a white solid. The reactants are [N+](=O)([O-])C=1C=C(C=CC1)S(=O)(=O)Cl (3-nitrobenzenesulfonyl chloride), NC=1C=C2C(=NNC2=CC1)C1=CC=CC=C1 (5-amino-3-phenyl-1H-indazole), N1=CC=CC=C1 (pyridine). Run in C1CCOC1 (THF), C1CCOC1 (THF), O (water), C(C)(=O)OCC (ethyl acetate). Reaction conditions: temperature 0 celsius, time 0.5 hour. Product: [N+](=O)([O-])C=1C=C(C=CC1)S(=O)(=O)NC=1C=C2C(=NNC2=CC1)C1=CC=CC=C1 (3-nitro-N-(3-phenyl-1H-indazol-5-yl)benzenesulfonamide). Yield: 31.1%. RXN SMILES: [N+:1]([C:4]1[CH:5]=[C:6]([S:10](Cl)(=[O:12])=[O:11])[CH:7]=[CH:8][CH:9]=1)([O-:3])=[O:2].[NH2:14][C:15]1[CH:16]=[C:17]2[C:21](=[CH:22][CH:23]=1)[NH:20][N:19]=[C:18]2[C:24]1[CH:29]=[CH:28][CH:27]=[CH:26][CH:25]=1.N1C=CC=CC=1>C1COCC1.O.C(OCC)(=O)C>[N+:1]([C:4]1[CH:5]=[C:6]([S:10]([NH:14][C:15]2[CH:16]=[C:17]3[C:21](=[CH:22][CH:23]=2)[NH:20][N:19]=[C:18]3[C:24]2[CH:29]=[CH:28][CH:27]=[CH:26][CH:25]=2)(=[O:12])=[O:11])[CH:7]=[CH:8][CH:9]=1)([O-:3])=[O:2]. Reported procedure: 3-Nitro-N-(3-phenyl-1H-indazol-5-yl)benzenesulfonamide can be obtained in the following way: 0.89 g of 3-nitrobenzenesulfonyl chloride is added to a solution, at a temperature in the region of 0° C. and under argon, of 0.7 g of 5-amino-3-phenyl-1H-indazole in 15 ml of THF. The reaction mixture is cooled to a temperature in the region of 0° C., and then a solution of 0.33 ml of pyridine in 4 ml of THF is added over 10 minutes. The reaction mixture is stirred at a temperature in the region of 0° C... Starting materials: N[C@@H](CC(=O)N1[C@@H](C(NCC1)=O)COC(C)(C)C)CC1=C(C=C(C(=C1)F)F)F ((R)-4-[(R)-3-amino-4-(2,4,5-trifluorophenyl) butanoyl]-3-(t-butoxymethyl)piperazin-2-one), C([C@@H](O)CC(=O)O)(=O)O (L-malic acid). Run in CC(=O)C (acetone), CC(=O)C (acetone). Reaction conditions: time 30 minute. The product is C(C(O)CC(=O)O)(=O)O.N[C@@H](CC(=O)N1[C@@H](C(NCC1)=O)COC(C)(C)C)CC1=C(C=C(C(=C1)F)F)F ((R)-4-[(R)-3-amino-4-(2,4,5-trifluorophenyl)butanoyl]-3-(t-butoxymethyl)piperazin-2-one malate). The yield is 76.3%. As a reaction SMILES: [NH2:1][C@H:2]([CH2:19][C:20]1[CH:25]=[C:24]([F:26])[C:23]([F:27])=[CH:22][C:21]=1[F:28])[CH2:3][C:4]([N:6]1[CH2:11][CH2:10][NH:9][C:8](=[O:12])[C@H:7]1[CH2:13][O:14][C:15]([CH3:18])([CH3:17])[CH3:16])=[O:5].[C:29]([OH:37])(=[O:36])[C@H:30]([CH2:32][C:33]([OH:35])=[O:34])[OH:31]>CC(C)=O>[C:29]([OH:37])(=[O:36])[CH:30]([CH2:32][C:33]([OH:35])=[O:34])[OH:31].[NH2:1][C@H:2]([CH2:19][C:20]1[CH:25]=[C:24]([F:26])[C:23]([F:27])=[CH:22][C:21]=1[F:28])[CH2:3][C:4]([N:6]1[CH2:11][CH2:10][NH:9][C:8](=[O:12])[C@H:7]1[CH2:13][O:14][C:15]([CH3:16])([CH3:17])[CH3:18])=[O:5] |f:3.4|. Reported procedure: 498 mg of the compound obtained in Example 11 was dissolved in 4 mL of acetone to which a solution of 166 mg of L-malic acid in 1 mL of acetone was then slowly added followed by stirring for 30 min. The reaction mixture was concentrated, to which 2 mL of ethyl acetate and 1 mL of 2-propanol were then added followed by stirring. 15 mL of hexane was added thereto, and the resulting mixture was stirred for 10 min and filtered to afford 506 mg of the title compound as a solid. Product: C(C)(C)(C)OC(=O)N1CC(CC1)N(CCO)CC1=CC=C(C=C1)Cl (3-[(4-Chloro-benzyl)-(2-hydroxy-ethyl)-amino]-pyrrolidine-1-carboxylic acid tert-butyl ester). Procedure: To a solution of 3-[(4-chloro-benzyl)-methoxycarbonylmethyl-amino]-pyrrolidine-1-carboxylic acid tert-butyl ester (0.44 g, 1.15 mmol) in methanol cooled to 0° C. was added sodium borohydride (0.13 g, 3.45 mmol) and the resulting mixture was heated to 65° C. for 16 h. Additional sodium borohydride (0.26 g, 6.90 mmol) was added to the reaction mixture and stirred further at 65° C. for 18 h. The reaction mixture was concentrated, dissolved in ethyl acetate and washed with saturated aqueous sodium b... Conditions: temperature 65 celsius, time 18 hour. Reactants: [BH4-].[Na+] (sodium borohydride), C(C)(C)(C)OC(=O)N1CC(CC1)N(CC(=O)OC)CC1=CC=C(C=C1)Cl (3-[(4-chloro-benzyl)-methoxycarbonylmethyl-amino]-pyrrolidine-1-carboxylic acid tert-butyl ester), [BH4-].[Na+] (sodium borohydride). Solvent: CO (methanol). Reaction SMILES: [C:1]([O:5][C:6]([N:8]1[CH2:12][CH2:11][CH:10]([N:13]([CH2:19][C:20]2[CH:25]=[CH:24][C:23]([Cl:26])=[CH:22][CH:21]=2)[CH2:14][C:15](OC)=[O:16])[CH2:9]1)=[O:7])([CH3:4])([CH3:3])[CH3:2].[BH4-].[Na+]>CO>[C:1]([O:5][C:6]([N:8]1[CH2:12][CH2:11][CH:10]([N:13]([CH2:19][C:20]2[CH:21]=[CH:22][C:23]([Cl:26])=[CH:24][CH:25]=2)[CH2:14][CH2:15][OH:16])[CH2:9]1)=[O:7])([CH3:4])([CH3:2])[CH3:3] |f:1.2|. Reactants: CO, O=CN(CC(CC1CCCC1)C(=O)N1CCCC1C(=O)NC(=O)c1ccc(F)cc1)OCc1ccccc1. Yields the product O=CN(O)CC(CC1CCCC1)C(=O)N1CCCC1C(=O)NC(=O)c1ccc(F)cc1. Reaction SMILES: [CH3:39][OH:40].[CH:1]1([CH2:6][CH:7]([C:8](=[O:9])[N:10]2[CH:11]([C:12](=[O:13])[NH:14][C:15](=[O:16])[c:17]3[cH:18][cH:19][c:20]([F:23])[cH:21][cH:22]3)[CH2:24][CH2:25][CH2:26]2)[CH2:27][N:28]([O:29][CH2:30][c:31]2[cH:32][cH:33][cH:34][cH:35][cH:36]2)[CH:37]=[O:38])[CH2:2][CH2:3][CH2:4][CH2:5]1>>[CH:1]1([CH2:6][CH:7]([C:8](=[O:9])[N:10]2[CH:11]([C:12](=[O:13])[NH:14][C:15](=[O:16])[c:17]3[cH:18][cH:19][c:20]([F:23])[cH:21][cH:22]3)[CH2:24][CH2:25][CH2:26]2)[CH2:27][N:28]([OH:29])[CH:37]=[O:38])[CH2:2][CH2:3][CH2:4][CH2:5]1. The reactants are FB(F)F, O=C([O-])O, CCc1nn2ccc3c(c2c1C(C)O)CCO3, CCOCC, C[Si](C)(C)C#N, Clc1ccccc1, [Na+]. Product: CCc1nn2ccc3c(c2c1C(C)C#N)CCO3. Reaction SMILES: [B:6]([F:7])([F:8])[F:9].[C:33](=[O:34])([O-:35])[OH:36].[CH2:16]([CH3:17])[c:18]1[n:19][n:20]2[c:21]([c:22]3[c:23]([cH:24][cH:25]2)[O:26][CH2:27][CH2:28]3)[c:29]1[CH:30]([CH3:31])[OH:32].[CH2:1]([O:2][CH2:3][CH3:4])[CH3:5].[CH3:10][Si:11]([CH3:12])([CH3:13])[C:14]#[N:15].[Cl:38][c:39]1[cH:40][cH:41][cH:42][cH:43][cH:44]1.[Na+:37]>>[C:14](#[N:15])[CH:30]([c:29]1[c:18]([CH2:16][CH3:17])[n:19][n:20]2[c:21]1[c:22]1[c:23]([cH:24][cH:25]2)[O:26][CH2:27][CH2:28]1)[CH3:31]. The reactants are ClCC(CCC=1C=NC=CC1)O ((±)-α-(chloromethyl)-3-pyridinepropanol), [N+](=O)([O-])C=1C=C(C=CC1)C1=CC=C(C=C1)O (3'-nitrobiphenyl-4-ol). The solvent is C(C)O (ethanol), C(C)O (ethanol), [OH-].[Na+] (sodium hydroxide). Yields the product [N+](=O)([O-])C=1C=C(C=CC1)C1=CC=C(C=C1)OCC(CCC=1C=NC=CC1)O ((±)-1-(3'-Nitrobiphenyl-4-yloxy)-4-(3-pyridyl)-2-butanol). RXN SMILES: Cl[CH2:2][CH:3]([OH:12])[CH2:4][CH2:5][C:6]1[CH:7]=[N:8][CH:9]=[CH:10][CH:11]=1.[N+:13]([C:16]1[CH:17]=[C:18]([C:22]2[CH:27]=[CH:26][C:25]([OH:28])=[CH:24][CH:23]=2)[CH:19]=[CH:20][CH:21]=1)([O-:15])=[O:14]>C(O)C.[OH-].[Na+]>[N+:13]([C:16]1[CH:17]=[C:18]([C:22]2[CH:27]=[CH:26][C:25]([O:28][CH2:2][CH:3]([OH:12])[CH2:4][CH2:5][C:6]3[CH:7]=[N:8][CH:9]=[CH:10][CH:11]=3)=[CH:24][CH:23]=2)[CH:19]=[CH:20][CH:21]=1)([O-:15])=[O:14] |f:3.4|. Reported procedure: A solution of (±)-α-(chloromethyl)-3-pyridinepropanol (0.80 g) in ethanol (10 ml) was added to a refluxing solution of 3'-nitrobiphenyl-4-ol (1.40 g) in ethanol (20 ml) and aqueous sodium hydroxide (1.4 M, 5 ml) over 30 minutes. The solution was heated at reflux for a further hour and then was cooled to room temperature. The reaction mixture was concentrated under reduced pressure and the residue purified by column chromatography over silica eluting with chloroform:ethanol (49:1 to 24:1) to give... Starting materials: C(C)(C)NC(C)C (diisopropylamine), FC=1C=C(C=C(C1)F)Br (3,5-difluorobromobenzene), C(CCC)[Li] (n-butyllithium), CI (methyl iodide). Run in CCCCCC (n-hexane), O1CCCC1 (tetrahydrofuran), C(C)(=O)OCC (ethyl acetate), O (water), O1CCCC1 (tetrahydrofuran). Reaction conditions: time 1 hour. Yields the product BrC1=CC(=C(C(=C1)F)C)F (4-bromo-2,6-difluorotoluene). As a reaction SMILES: [CH:1](NC(C)C)(C)C.C([Li])CCC.[F:13][C:14]1[CH:15]=[C:16]([Br:21])[CH:17]=[C:18]([F:20])[CH:19]=1.CI>O1CCCC1.C(OCC)(=O)C.O.CCCCCC>[Br:21][C:16]1[CH:15]=[C:14]([F:13])[C:19]([CH3:1])=[C:18]([F:20])[CH:17]=1. Procedure details: To a solution of 2.04 g of diisopropylamine in 30 ml of tetrahydrofuran is dropwise added 9.19 ml of 1.6 M n-hexane solution of n-butyllithium at -20° C. At the same temperature, the resulting mixture is stirred for one hour and then cooled to -70° C., at which temperature a solution of 3 g of 3,5-difluorobromobenzene in 10 ml of tetrahydrofuran is dropwise added thereto over 30 minutes. The temperature of the resulting reaction mixture is elevated to -40° C. and then lowered again to -70° C., a...